describe an organic reaction: reactants, conditions, products, and yield From a dataset of the Open Reaction Database (ORD), a public repository of structured organic reaction records. Starting materials: Cl, COC(=O)C1c2ccc(OCCN3CCOCC3)cc2CCN1S(=O)(=O)c1ccc(Oc2ccc(F)cc2)cc1, [Na+], [OH-]. Product: O=C(O)C1c2ccc(OCCN3CCOCC3)cc2CCN1S(=O)(=O)c1ccc(Oc2ccc(F)cc2)cc1. As a reaction SMILES: [ClH:43].[F:1][c:2]1[cH:3][cH:4][c:5]([O:6][c:7]2[cH:8][cH:9][c:10]([S:13](=[O:14])(=[O:15])[N:16]3[CH:17]([C:35](=[O:36])[O:37][CH3:38])[c:18]4[cH:19][cH:20][c:21]([O:26][CH2:27][CH2:28][N:29]5[CH2:30][CH2:31][O:32][CH2:33][CH2:34]5)[cH:22][c:23]4[CH2:24][CH2:25]3)[cH:11][cH:12]2)[cH:39][cH:40]1.[Na+:42].[OH-:41]>>[F:1][c:2]1[cH:3][cH:4][c:5]([O:6][c:7]2[cH:8][cH:9][c:10]([S:13](=[O:14])(=[O:15])[N:16]3[CH:17]([C:35](=[O:36])[OH:37])[c:18]4[cH:19][cH:20][c:21]([O:26][CH2:27][CH2:28][N:29]5[CH2:30][CH2:31][O:32][CH2:33][CH2:34]5)[cH:22][c:23]4[CH2:24][CH2:25]3)[cH:11][cH:12]2)[cH:39][cH:40]1. The reactants are C(C=C)C1=C2C(=NC=NC2=CC(=C1OC)OC)NC1=C(C=C(C=C1)Br)F ((5-allyl-6,7-dimethoxy-quinazolin-4-yl)-(4-bromo-2-fluoro-phenyl)-amine), II (I2). Solvent: C(Cl)(Cl)Cl (chloroform), ClCCl (dichloromethane). Conditions: time 4 hour. Product: BrC1=CC(=C(C=C1)N1C2=NC=NC=3C=C(C(=C(CC1CI)C32)OC)OC)F (4-(4-bromo-2-fluoro-phenyl)-5-iodomethyl-7,8-dimethoxy-5,6-dihydro-4H-1,3,4-triaza-phenalene). Reaction SMILES: [CH2:1]([C:4]1[C:13]([O:14][CH3:15])=[C:12]([O:16][CH3:17])[CH:11]=[C:10]2[C:5]=1[C:6]([NH:18][C:19]1[CH:24]=[CH:23][C:22]([Br:25])=[CH:21][C:20]=1[F:26])=[N:7][CH:8]=[N:9]2)[CH:2]=[CH2:3].[I:27]I>ClCCl.C(Cl)(Cl)Cl>[Br:25][C:22]1[CH:23]=[CH:24][C:19]([N:18]2[CH:2]([CH2:3][I:27])[CH2:1][C:4]3[C:5]4[C:6]2=[N:7][CH:8]=[N:9][C:10]=4[CH:11]=[C:12]([O:16][CH3:17])[C:13]=3[O:14][CH3:15])=[C:20]([F:26])[CH:21]=1. Procedure details: To a solution of (5-allyl-6,7-dimethoxy-quinazolin-4-yl)-(4-bromo-2-fluoro-phenyl)-amine (0.236 g, 0.564 mmol) (from Example 19, Step E, supra) in dichloromethane (30 mL) was added I2 (1.43 g, 5.64 mmol). The reaction mixture was stirred at room temperature for 4 hours. The mixture was diluted with chloroform (100 mL), and washed with a saturated aqueous Na2SO3 solution. The organic layer was separated, dried over Na2SO4, and concentrated to give the desired 4-(4-bromo-2-fluoro-phenyl)-5-iodomet...